From a dataset of the Open Reaction Database (ORD), a public repository of structured organic reaction records. describe an organic reaction: reactants, conditions, products, and yield Reactants: C1CCOC1 (THF), CO (methanol), OC1=CC=C(C(=O)O)C=C1 (4-hydroxybenzoic acid), CO (methanol). Yields the product OC=1C=C(C(=O)O)C=CC1 (3-hydroxybenzoic acid), OC1=C(C(=O)O)C=CC(=C1)O (2,4-dihydroxybenzoic acid), OC1=C(C(=O)O)C=C(C=C1)O (2,5-dihydroxybenzoic acid), 3,5-hydroxybenzoic acid. RXN SMILES: [OH:1][C:2]1[CH:10]=[CH:9][C:5]([C:6]([OH:8])=[O:7])=[CH:4][CH:3]=1.[CH2:11]1[CH2:15][O:14][CH2:13][CH2:12]1.[CH3:16][OH:17]>>[OH:14][C:3]1[CH:4]=[C:5]([CH:9]=[CH:10][CH:2]=1)[C:6]([OH:8])=[O:7].[OH:17][C:16]1[CH:10]=[C:2]([OH:1])[CH:3]=[CH:4][C:5]=1[C:6]([OH:8])=[O:7].[OH:17][C:13]1[CH:12]=[CH:11][C:15]([OH:14])=[CH:4][C:5]=1[C:6]([OH:8])=[O:7]. Procedure details: Crystallization processes performed with hydroxybenzoic acids gave different results, for example for crystallization of saturated solutions of 4-hydroxybenzoic acid in methanol resulted in a new phase, as shown in FIG. 1. Similarly using methanol or THF, NSF were obtained with the co-formers 3-hydroxybenzoic acid (FIG. 10), 2,4-dihydroxybenzoic acid (FIG. 11), 2,5-dihydroxybenzoic acid (FIGS. 6A, 6B and 6C), 3,4-hydroxybenzoic acid (FIGS. 12A and 12B) and 3,5-hydroxybenzoic acid (FIG. 13). The reactants are CC(C)(C)OC(=O)N(Cc1ccc2c(c1)OCCO2)C1CCN(CCn2c(=O)ccc3cc([N+](=O)[O-])ccc32)CC1, CO. Product: CC(C)(C)OC(=O)N(Cc1ccc2c(c1)OCCO2)C1CCN(CCn2c(=O)ccc3cc(N)ccc32)CC1. As a reaction SMILES: [C:1]([CH3:2])([CH3:3])([CH3:4])[O:5][C:6]([N:7]([CH:8]1[CH2:9][CH2:10][N:11]([CH2:14][CH2:15][n:16]2[c:17](=[O:29])[cH:18][cH:19][c:20]3[cH:21][c:22]([N+:26]([O-:27])=[O:28])[cH:23][cH:24][c:25]23)[CH2:12][CH2:13]1)[CH2:30][c:31]1[cH:32][c:33]2[c:34]([cH:39][cH:40]1)[O:35][CH2:36][CH2:37][O:38]2)=[O:41].[CH3:42][OH:43]>>[C:1]([CH3:2])([CH3:3])([CH3:4])[O:5][C:6]([N:7]([CH:8]1[CH2:9][CH2:10][N:11]([CH2:14][CH2:15][n:16]2[c:17](=[O:29])[cH:18][cH:19][c:20]3[cH:21][c:22]([NH2:26])[cH:23][cH:24][c:25]23)[CH2:12][CH2:13]1)[CH2:30][c:31]1[cH:32][c:33]2[c:34]([cH:39][cH:40]1)[O:35][CH2:36][CH2:37][O:38]2)=[O:41]. The reactants are CNC(=O)c1cccc(C(=O)O)c1, CCN=C=NCCCN(C)C, CCN(C(C)C)C(C)C, Cl, NCC(=O)N1CCN(C(=O)c2ccccc2C(F)(F)F)CC1, CN(C)C=O, O, On1nnc2ccccc21. Product: CNC(=O)c1cccc(C(=O)NCC(=O)N2CCN(C(=O)c3ccccc3C(F)(F)F)CC2)c1. Reaction SMILES: [CH3:10][NH:11][C:12]([c:13]1[cH:14][c:15]([C:16](=[O:17])[OH:18])[cH:19][cH:20][cH:21]1)=[O:22].[CH3:23][CH2:24][N:25]=[C:26]=[N:27][CH2:28][CH2:29][CH2:30][N:31]([CH3:32])[CH3:33].[CH:1]([N:2]([CH2:3][CH3:4])[CH:5]([CH3:6])[CH3:7])([CH3:8])[CH3:9].[ClH:66].[NH2:44][CH2:45][C:46](=[O:47])[N:48]1[CH2:49][CH2:50][N:51]([C:54]([c:55]2[c:56]([C:61]([F:62])([F:63])[F:64])[cH:57][cH:58][cH:59][cH:60]2)=[O:65])[CH2:52][CH2:53]1.[O:67]=[CH:68][N:69]([CH3:70])[CH3:71].[OH2:72].[OH:34][n:35]1[c:36]2[c:37]([cH:38][cH:39][cH:40][cH:41]2)[n:42][n:43]1>>[CH3:10][NH:11][C:12]([c:13]1[cH:14][c:15]([C:16](=[O:17])[NH:44][CH2:45][C:46](=[O:47])[N:48]2[CH2:49][CH2:50][N:51]([C:54]([c:55]3[c:56]([C:61]([F:62])([F:63])[F:64])[cH:57][cH:58][cH:59][cH:60]3)=[O:65])[CH2:52][CH2:53]2)[cH:19][cH:20][cH:21]1)=[O:22].